Task: describe an organic reaction: reactants, conditions, products, and yield. Dataset: the Open Reaction Database (ORD), a public repository of structured organic reaction records Starting materials: IC1=CC=C(C=C1)C1=NN(C(CC2=C1C=C(C(=C2)OC)OC)=O)C (1-(4-iodophenyl)-7,8-dimethoxy-3-methyl-3,5-dihydro-4H-2,3-benzodiazepin-4-one), C1=CC=C(C=C1)P(C2=CC=CC=C2)C3=CC=CC=C3 (PPh3), TEA, C#CCCCCC (heptyne). Reagents/catalysts: [Cu]I (CuI), Cl[Pd]Cl (PdCl2). Solvent: CC#N (CH3CN). Run at time 3 hour. Product: C(#CCCCCC)C1=CC=C(C=C1)C1=NN(C(CC2=C1C=C(C(=C2)OC)OC)=O)C (1-[4-(heptyn-1-yl)phenyl]-7,8-dimethoxy-3-methyl-3,5-dihydro-4H-2,3-benzodiazepin-4-one). As a reaction SMILES: I[C:2]1[CH:7]=[CH:6][C:5]([C:8]2[C:14]3[CH:15]=[C:16]([O:21][CH3:22])[C:17]([O:19][CH3:20])=[CH:18][C:13]=3[CH2:12][C:11](=[O:23])[N:10]([CH3:24])[N:9]=2)=[CH:4][CH:3]=1.C1C=CC(P(C2C=CC=CC=2)C2C=CC=CC=2)=CC=1.[CH:44]#[C:45][CH2:46][CH2:47][CH2:48][CH2:49][CH3:50]>CC#N.[Cu]I.Cl[Pd]Cl>[C:44]([C:2]1[CH:7]=[CH:6][C:5]([C:8]2[C:14]3[CH:15]=[C:16]([O:21][CH3:22])[C:17]([O:19][CH3:20])=[CH:18][C:13]=3[CH2:12][C:11](=[O:23])[N:10]([CH3:24])[N:9]=2)=[CH:4][CH:3]=1)#[C:45][CH2:46][CH2:47][CH2:48][CH2:49][CH3:50]. Procedure details: Stir for 3 hours at room temperature under an inert atmosphere a mixture of 1-(4-iodophenyl)-7,8-dimethoxy-3-methyl-3,5-dihydro-4H-2,3-benzodiazepin-4-one IIIah, 12 mg of CuI, 7 mg of PdCl2, 23 mg of PPh3, 2 ml of TEA, 4 ml of heptyne, in 12 ml of CH3CN. Evaporate to dryness and purify by silica chromatography (AcOEt 1/hexane 1).